From a dataset of the Open Reaction Database (ORD), a public repository of structured organic reaction records. describe an organic reaction: reactants, conditions, products, and yield Run in C1(=CC=CC=C1)OC (anisole). RXN SMILES: [C:1]([O:4][CH2:5][C:6]1[CH2:7][S:8][C@@H:9]2[C@H:20]([NH:21][C:22](=[O:36])[C:23]([C:31]3[S:32][CH:33]=[CH:34][CH:35]=3)=[N:24][O:25][C:26](=[O:30])[CH:27]([Cl:29])[Cl:28])[C:19](=[O:37])[N:10]2[C:11]=1[C:12]([O:14]C(C)(C)C)=[O:13])(=[O:3])[CH3:2].FC(F)(F)C(O)=O>C1(OC)C=CC=CC=1>[C:1]([O:4][CH2:5][C:6]1[CH2:7][S:8][C@@H:9]2[C@H:20]([NH:21][C:22](=[O:36])[C:23](=[N:24][O:25][C:26](=[O:30])[CH:27]([Cl:29])[Cl:28])[C:31]3[S:32][CH:33]=[CH:34][CH:35]=3)[C:19](=[O:37])[N:10]2[C:11]=1[C:12]([OH:14])=[O:13])(=[O:3])[CH3:2]. Procedure: A solution of t-butyl 3-acetoxymethyl-7β-[2-dichloroacetoxyimino-(thien-2-yl)acetamido]ceph-3-em-4-carboxylate (syn-isomer) in anisole (20 ml.) was treated with trifluoroacetic acid (100 ml.). After 5 minutes at 20° the solution was concentrated under reduced pressure at 35°. Ethyl acetate was added and the solution was again concentrated, whereupon a solid separated out. Ethyl acetate was evaporated from the residue three more times and the solid was collected and washed with ether to give 3-ac... Isolated yield 53.0%. The reactants are C(C)(=O)OCC=1CS[C@H]2N(C1C(=O)OC(C)(C)C)C([C@H]2NC(C(=NOC(C(Cl)Cl)=O)C=2SC=CC2)=O)=O (t-butyl 3-acetoxymethyl-7β-[2-dichloroacetoxyimino-(thien-2-yl)acetamido]ceph-3-em-4-carboxylate), FC(C(=O)O)(F)F (trifluoroacetic acid). The product is C(C)(=O)OCC=1CS[C@H]2N(C1C(=O)O)C([C@H]2NC(C(C=2SC=CC2)=NOC(C(Cl)Cl)=O)=O)=O (3-acetoxymethyl-7β-[2-dichloroacetoxyimino-2-(thien-2-yl)acetamido]ceph-3-em-4-carboxylic acid). Starting materials: [N+](=O)([O-])C=1C=C(C=C(C1)C(F)(F)F)NS(=O)(=O)C (N-(3-nitro-5-trifluoromethyl-phenyl)-methylsulfonamide), C(=O)[O-].[NH4+] (ammonium formate). Reagents/catalysts: [Ni] (Raney-Nickel). Solvent: ClCCl (dichloromethane), O1CCOCC1 (dioxane). Conditions: temperature 140 celsius. The product is NC=1C=C(C=C(C1)C(F)(F)F)NS(=O)(=O)C (N-(3-Amino-5-trifluormethylphenyl)-methanesulfonamide). As a reaction SMILES: [N+:1]([C:4]1[CH:5]=[C:6]([NH:14][S:15]([CH3:18])(=[O:17])=[O:16])[CH:7]=[C:8]([C:10]([F:13])([F:12])[F:11])[CH:9]=1)([O-])=O.C([O-])=O.[NH4+]>O1CCOCC1.ClCCl.[Ni]>[NH2:1][C:4]1[CH:5]=[C:6]([NH:14][S:15]([CH3:18])(=[O:17])=[O:16])[CH:7]=[C:8]([C:10]([F:13])([F:11])[F:12])[CH:9]=1 |f:1.2|. Procedure details: N-(3-nitro-5-trifluoromethyl-phenyl)-methylsulfonamide (0.1 g; 0.4 mmol) ammonium formate (0.1 g; 1.8 mmol) and Raney-Nickel (16 mg) were dissolved in 0.4 mL of dioxane. The reaction was heated to 140° C. for 6 minutes in a micro wave reactor. The mixture was then diluted with dichloromethane, filtrated and the filtrate concentrated. 70 mg (0.27 mmol; 68% yield) of an orange oil were obtained. Reactants: OC(C(=O)C1=CC=C(C=C1)S(=O)(=O)C)(C)C (2-Hydroxy-2-methyl-1-(4-(methylsulfonyl)phenyl)propan-1-one), CC(C(=O)C1=CC=C(C=C1)SC)C (2-Methyl-1-(4-(methylthio)phenyl)-propan-1-one), O (H2O). Reagents/catalysts: CN(C)C=1C=CN=CC1 (DMAP). Solvent: C(Cl)Cl (CH2Cl2). Conditions: time 8 hour. The product is CC(C=C)OCC(=O)O ((1-Methylallyloxy) acetic acid). RXN SMILES: O[C:2]([CH3:16])(C)[C:3]([C:5]1C=CC(S(C)(=O)=O)=CC=1)=[O:4].CC(C)[C:19]([C:21]1C=CC(SC)=CC=1)=[O:20].[OH2:30]>C(Cl)Cl.CN(C1C=CN=CC=1)C>[CH3:5][CH:3]([O:4][CH2:21][C:19]([OH:30])=[O:20])[CH:2]=[CH2:16]. Procedure: To a solution of the alcohol of Step 3 (2.87 g, 11.8 mmol) and the acid from step 1 (2.0 g, 15.4 mmol) in CH2Cl2 (30 mL) was added CMC (7.5 g, 17.7 mmol), along with 50 mg of DMAP. After stirring overnight, H2O (20 mL) was ad ded and the product was extracted with CH2Cl2. The organic layer was dried (MgSO4), filtered and evaporated. Purification was effected by flash chromatography (1:5 EtOAc:hexane) to yield 2.97 g of an oil. Reagents/catalysts: C=1C=CC(=CC1)[P](C=2C=CC=CC2)(C=3C=CC=CC3)[Pd]([P](C=4C=CC=CC4)(C=5C=CC=CC5)C=6C=CC=CC6)([P](C=7C=CC=CC7)(C=8C=CC=CC8)C=9C=CC=CC9)[P](C=1C=CC=CC1)(C=1C=CC=CC1)C=1C=CC=CC1 (tetrakis(triphenylphosphine)palladium(0)). Reported procedure: A mixture of methyl 3-methoxy-5-trifluoromethanesulfonyloxybenzoate (314 mg, 1.00 mmol), 5-indoleboronic acid (193 mg, 1.20 mmol), tetrakis(triphenylphosphine)palladium(0) (57.8 mg, 0.050 mmol), potassium phosphate (318 mg, 1.50 mmol) and 1,2-dimethoxyethane (5.0 ml) was stirred in a nitrogen atmosphere at 85° C. for 13 hours. After left cooled, the reaction mixture was diluted with ethyl acetate, filtered through Celite, and the filtrate was concentrated under reduced pressure. The residue was ... Yields the product N1C=CC2=CC(=CC=C12)C=1C=C(C(=O)OC)C=C(C1)OC (Methyl 3-(indol-5-yl)-5-methoxybenzoate). The solvent is C(C)(=O)OCC (ethyl acetate). As a reaction SMILES: [CH3:1][O:2][C:3]1[CH:4]=[C:5]([CH:10]=[C:11](OS(C(F)(F)F)(=O)=O)[CH:12]=1)[C:6]([O:8][CH3:9])=[O:7].[NH:21]1[C:29]2[C:24](=[CH:25][C:26](B(O)O)=[CH:27][CH:28]=2)[CH:23]=[CH:22]1.P([O-])([O-])([O-])=O.[K+].[K+].[K+].COCCOC>C(OCC)(=O)C.C1C=CC([P]([Pd]([P](C2C=CC=CC=2)(C2C=CC=CC=2)C2C=CC=CC=2)([P](C2C=CC=CC=2)(C2C=CC=CC=2)C2C=CC=CC=2)[P](C2C=CC=CC=2)(C2C=CC=CC=2)C2C=CC=CC=2)(C2C=CC=CC=2)C2C=CC=CC=2)=CC=1>[NH:21]1[C:29]2[C:24](=[CH:25][C:26]([C:11]3[CH:10]=[C:5]([CH:4]=[C:3]([O:2][CH3:1])[CH:12]=3)[C:6]([O:8][CH3:9])=[O:7])=[CH:27][CH:28]=2)[CH:23]=[CH:22]1 |f:2.3.4.5,^1:56,58,77,96|. Conditions: temperature 85 celsius, time 13 hour. The reactants are COC=1C=C(C(=O)OC)C=C(C1)OS(=O)(=O)C(F)(F)F (methyl 3-methoxy-5-trifluoromethanesulfonyloxybenzoate), N1C=CC2=CC(=CC=C12)B(O)O (5-indoleboronic acid), P(=O)([O-])([O-])[O-].[K+].[K+].[K+] (potassium phosphate), COCCOC (1,2-dimethoxyethane). Reactants: BrBr (bromine), O[C@H]1C[C@@H]2CC[C@H]3[C@@H]4C[C@H]([C@H](C(C)=O)[C@]4(CC([C@@H]3[C@]2(CC1)C)=O)C)C (3α-Hydroxy-16α-methyl-5α-pregnane-11,20-dione), O (water). The solvent is CO (methanol), CO (methanol). Yields the product O[C@H]1C[C@@H]2CC[C@H]3[C@@H]4C[C@H]([C@H](C(CBr)=O)[C@]4(CC([C@@H]3[C@]2(CC1)C)=O)C)C (3α-Hydroxy-21-bromo-16α-methyl-5α-pregnane-11,20-dione). RXN SMILES: [OH:1][C@@H:2]1[CH2:21][CH2:20][C@@:19]2([CH3:22])[C@@H:4]([CH2:5][CH2:6][C@@H:7]3[C@@H:18]2[C:17](=[O:23])[CH2:16][C@@:15]2([CH3:24])[C@H:8]3[CH2:9][C@@H:10]([CH3:25])[C@@H:11]2[C:12](=[O:14])[CH3:13])[CH2:3]1.[Br:26]Br.O>CO>[OH:1][C@@H:2]1[CH2:21][CH2:20][C@@:19]2([CH3:22])[C@@H:4]([CH2:5][CH2:6][C@@H:7]3[C@@H:18]2[C:17](=[O:23])[CH2:16][C@@:15]2([CH3:24])[C@H:8]3[CH2:9][C@@H:10]([CH3:25])[C@@H:11]2[C:12](=[O:14])[CH2:13][Br:26])[CH2:3]1. Procedure details: 3α-Hydroxy-16α-methyl-5α-pregnane-11,20-dione (5 g.) was dissolved in dry methanol (350 ml.) and treated at 0° with a solution of bromine (1 ml.) in dry methanol (24 ml.) at such a rate that the yellow colour disappeared before further addition. After completion of the addition the mixture was poured into water. The precipitated product was dried and dissolved in chloroform (20 ml.) and put onto a column of silica gel MFC (700 g.). Elution with benzene:ethyl acetate (21/2:1) gave the title compo...